From a dataset of the Open Reaction Database (ORD), a public repository of structured organic reaction records. describe an organic reaction: reactants, conditions, products, and yield Reactants: BrCC1OC(CC1)C1=CC=C(C=C1)Cl (2-bromomethyl-5-(4-chlorophenyl)-tetrahydrofuran), CC1CNCC(C1)C (3,5-dimethylpiperidine). Run in C(C)(=O)OCC (ethyl acetate). Product: ClC1=CC=C(C=C1)C1OC(CC1)CN1CC(CC(C1)C)C (2-(4-chlorophenyl)-5-(3,5-dimethylpiperidin-1-ylmethyl)-tetrahydrofuran). Isolated yield 20.0%. Reaction SMILES: Br[CH2:2][CH:3]1[CH2:7][CH2:6][CH:5]([C:8]2[CH:13]=[CH:12][C:11]([Cl:14])=[CH:10][CH:9]=2)[O:4]1.[CH3:15][CH:16]1[CH2:21][CH:20]([CH3:22])[CH2:19][NH:18][CH2:17]1>C(OCC)(=O)C>[Cl:14][C:11]1[CH:12]=[CH:13][C:8]([CH:5]2[CH2:6][CH2:7][CH:3]([CH2:2][N:18]3[CH2:19][CH:20]([CH3:22])[CH2:21][CH:16]([CH3:15])[CH2:17]3)[O:4]2)=[CH:9][CH:10]=1. Procedure details: 20 g (0.073 mole) of 2-bromomethyl-5-(4-chlorophenyl)-tetrahydrofuran and 25 g (0.22 mole) of 3,5-dimethylpiperidine are heated at 120° C. for 16 hours. The cooled reaction mixture is taken up in ethyl acetate and the mixture is washed twice with water, dried over sodium sulphate and concentrated in vacuo. The oily residue is purified by column chromatography (silica gel 60/ligroin-ethyl acetate 2:1/ethyl acetate). 4.5 g (20% of theory) of 2-(4-chlorophenyl)-5-(3,5-dimethylpiperidin-1-ylmethyl)-... Starting materials: C(C)(=O)NC1=CC=C(C=C1)NC(OCC(Cl)(Cl)Cl)=O (2,2,2-trichloroethyl [4-(acetylamino)phenyl]carbamate), C1(=CC=CC=C1)C1=NSC(=N1)N1CCNCC1 (1-(3-phenyl-1,2,4-thiadiazol-5-yl)piperazine), C(C)(C)N(CC)C(C)C (diisopropylethylamine), CS(=O)C (dimethylsulfoxide). Run in O (water). Product: C(C)(=O)NC1=CC=C(C=C1)NC(=O)N1CCN(CC1)C1=NC(=NS1)C1=CC=CC=C1 (N-[4-(Acetylamino)phenyl]-4-(3-phenyl-1,2,4-thiadiazol-5-yl)piperazine-1-carboxamide). Yield: 9.6%. Reaction SMILES: [C:1]([NH:4][C:5]1[CH:10]=[CH:9][C:8]([NH:11][C:12](=[O:19])OCC(Cl)(Cl)Cl)=[CH:7][CH:6]=1)(=[O:3])[CH3:2].[C:20]1([C:26]2[N:30]=[C:29]([N:31]3[CH2:36][CH2:35][NH:34][CH2:33][CH2:32]3)[S:28][N:27]=2)[CH:25]=[CH:24][CH:23]=[CH:22][CH:21]=1.C(N(C(C)C)CC)(C)C.CS(C)=O>O>[C:1]([NH:4][C:5]1[CH:6]=[CH:7][C:8]([NH:11][C:12]([N:34]2[CH2:35][CH2:36][N:31]([C:29]3[S:28][N:27]=[C:26]([C:20]4[CH:25]=[CH:24][CH:23]=[CH:22][CH:21]=4)[N:30]=3)[CH2:32][CH2:33]2)=[O:19])=[CH:9][CH:10]=1)(=[O:3])[CH3:2]. Procedure details: A solution of 2,2,2-trichloroethyl [4-(acetylamino)phenyl]carbamate (200 mg, 0.614 mmol), 1-(3-phenyl-1,2,4-thiadiazol-5-yl)piperazine (151 mg, 0.614 mmol), diisopropylethylamine (0.107 ml, 0.614 mmol) and dimethylsulfoxide (4 ml) was stirred at 70° C. for 12 hours, the reaction mixture was poured into water and the mixture was extracted with ethyl acetate. The extract was washed with water and dried over anhydrous magnesium sulfate. The solvent was distilled off under reduced pressure. The resi...